From a dataset of the Open Reaction Database (ORD), a public repository of structured organic reaction records. describe an organic reaction: reactants, conditions, products, and yield Starting materials: P(=O)([O-])([O-])[O-].[K+].[K+].[K+] (potassium phosphate), CN([C@@H]1[C@H](CCCC1)N)C ((1S,2S)-(+)-N,N-dimethylcyclohexane-1,2-diamine), BrC=1SC=C(N1)C(=O)OCC (ethyl 2-bromo-4-thiazolecarboxylate), C1(=CC=CC=C1)C1=NNC2=CC=CC=C12 (3-phenyl-1H-indazole). Reagents/catalysts: [Cu](I)I (copper iodide). Run in C1(=CC(=CC(=C1)C)C)C (mesitylene), O (water). Conditions: temperature 180 celsius. Product: C1(=CC=CC=C1)C1=NN(C2=CC=CC=C12)C=1SC=C(N1)C(=O)OCC (Ethyl 2-(3-phenyl-1H-indazol-1-yl)thiazole-4-carboxylate). The yield is 46.7%. As a reaction SMILES: [C:1]1([C:7]2[C:15]3[C:10](=[CH:11][CH:12]=[CH:13][CH:14]=3)[NH:9][N:8]=2)[CH:6]=[CH:5][CH:4]=[CH:3][CH:2]=1.P([O-])([O-])([O-])=O.[K+].[K+].[K+].CN(C)[C@H]1CCCC[C@@H]1N.Br[C:35]1[S:36][CH:37]=[C:38]([C:40]([O:42][CH2:43][CH3:44])=[O:41])[N:39]=1>C1(C)C=C(C)C=C(C)C=1.[Cu](I)I.O>[C:1]1([C:7]2[C:15]3[C:10](=[CH:11][CH:12]=[CH:13][CH:14]=3)[N:9]([C:35]3[S:36][CH:37]=[C:38]([C:40]([O:42][CH2:43][CH3:44])=[O:41])[N:39]=3)[N:8]=2)[CH:2]=[CH:3][CH:4]=[CH:5][CH:6]=1 |f:1.2.3.4|. Procedure: To a solution of 3-phenyl-1H-indazole (689 mg) synthesized according to the literature (T. Edward C., et al., Tetrahedron, 1991, 47, 9599-9620) in mesitylene (5 mL, manufactured by Kanto Chemical Co., Inc.), potassium phosphate (2.38 g, manufactured by Wako Pure Chemical Industries, Ltd.), (1S,2S)-(+)-N,N-dimethylcyclohexane-1,2-diamine (50 mg, manufactured by Tokyo Chemical Industry Co., Ltd.), copper iodide (34 mg, manufactured by Kanto Chemical Co., Inc.), and ethyl 2-bromo-4-thiazolecarboxyl... The reactants are CC(C)C(=O)Nc1cccc(C2CCN(CCC(N)c3ccccc3)CC2)c1, O=C(Cl)c1ccc(-c2ccccc2)cc1. The product is CC(C)C(=O)Nc1cccc(C2CCN(CCC(NC(=O)c3ccc(-c4ccccc4)cc3)c3ccccc3)CC2)c1. Reaction SMILES: [NH2:1][CH:2]([CH2:3][CH2:4][N:5]1[CH2:6][CH2:7][CH:8]([c:11]2[cH:12][c:13]([NH:17][C:18]([CH:19]([CH3:20])[CH3:21])=[O:22])[cH:14][cH:15][cH:16]2)[CH2:9][CH2:10]1)[c:23]1[cH:24][cH:25][cH:26][cH:27][cH:28]1.[c:29]1(-[c:38]2[cH:39][cH:40][cH:41][cH:42][cH:43]2)[cH:30][cH:31][c:32]([C:35](=[O:36])[Cl:37])[cH:33][cH:34]1>>[NH:1]([CH:2]([CH2:3][CH2:4][N:5]1[CH2:6][CH2:7][CH:8]([c:11]2[cH:12][c:13]([NH:17][C:18]([CH:19]([CH3:20])[CH3:21])=[O:22])[cH:14][cH:15][cH:16]2)[CH2:9][CH2:10]1)[c:23]1[cH:24][cH:25][cH:26][cH:27][cH:28]1)[C:35]([c:32]1[cH:31][cH:30][c:29](-[c:38]2[cH:39][cH:40][cH:41][cH:42][cH:43]2)[cH:34][cH:33]1)=[O:36]. Reactants: CCN=C=NCCCN(C)C, CCN(C(C)C)C(C)C, Cl, Cl, O=C(O)c1cc(-c2cccc(F)c2)[nH]n1, CC(=O)c1cccc(F)c1, NCC(=O)N1CCC(Oc2cccc(C(F)(F)F)c2)CC1, CN(C)C=O, O, On1nnc2ccccc21. Product: O=C(NCC(=O)N1CCC(Oc2cccc(C(F)(F)F)c2)CC1)c1cc(-c2cccc(F)c2)[nH]n1. RXN SMILES: [CH3:45][CH2:46][N:47]=[C:48]=[N:49][CH2:50][CH2:51][CH2:52][N:53]([CH3:54])[CH3:55].[CH:1]([N:2]([CH2:3][CH3:4])[CH:5]([CH3:6])[CH3:7])([CH3:8])[CH3:9].[ClH:56].[ClH:57].[F:10][c:11]1[cH:12][c:13](-[c:17]2[cH:18][c:19]([C:22](=[O:23])[OH:24])[n:20][nH:21]2)[cH:14][cH:15][cH:16]1.[F:25][c:26]1[cH:27][c:28]([C:29](=[O:30])[CH3:31])[cH:32][cH:33][cH:34]1.[NH2:58][CH2:59][C:60](=[O:61])[N:62]1[CH2:63][CH2:64][CH:65]([O:68][c:69]2[cH:70][c:71]([C:75]([F:76])([F:77])[F:78])[cH:72][cH:73][cH:74]2)[CH2:66][CH2:67]1.[O:79]=[CH:80][N:81]([CH3:82])[CH3:83].[OH2:84].[OH:35][n:36]1[c:37]2[c:38]([cH:39][cH:40][cH:41][cH:42]2)[n:43][n:44]1>>[F:10][c:11]1[cH:12][c:13](-[c:17]2[cH:18][c:19]([C:22](=[O:24])[NH:58][CH2:59][C:60](=[O:61])[N:62]3[CH2:63][CH2:64][CH:65]([O:68][c:69]4[cH:70][c:71]([C:75]([F:76])([F:77])[F:78])[cH:72][cH:73][cH:74]4)[CH2:66][CH2:67]3)[n:20][nH:21]2)[cH:14][cH:15][cH:16]1. The reactants are ClC1=NC=2N(C(=C1CC=O)N(C(OC(C)(C)C)=O)C1=CC=C(C=C1)OCC)N=CC2 (tert-butyl [5-chloro-6-(2-oxoethyl)pyrazolo[1,5-a]pyrimidin-7-yl](4-ethoxyphenyl)carbamate), P(=O)(O)(O)[O-].[Na+] (sodium dihydrogen phosphate), CC(C)=CC (2-methyl-2-butene), Cl(=O)[O-].[Na+] (sodium chlorite). The solvent is C(C)(C)(C)O (tert-butanol), O (water), O (water). Conditions: time 4 hour. Yields the product C(C)(C)(C)OC(=O)N(C1=C(C(=NC=2N1N=CC2)Cl)CC(=O)O)C2=CC=C(C=C2)OCC ({7-[tert-butoxycarbonyl-(4-ethoxyphenyl)amino]-5-chloropyrazolo[1,5-a]pyrimidin-6-yl}acetic acid). The yield is 104.7%. As a reaction SMILES: [Cl:1][C:2]1[C:7]([CH2:8][CH:9]=[O:10])=[C:6]([N:11]([C:19]2[CH:24]=[CH:23][C:22]([O:25][CH2:26][CH3:27])=[CH:21][CH:20]=2)[C:12](=[O:18])[O:13][C:14]([CH3:17])([CH3:16])[CH3:15])[N:5]2[N:28]=[CH:29][CH:30]=[C:4]2[N:3]=1.P([O-])(O)(O)=[O:32].[Na+].CC(=CC)C.Cl([O-])=O.[Na+]>O.C(O)(C)(C)C>[C:14]([O:13][C:12]([N:11]([C:19]1[CH:20]=[CH:21][C:22]([O:25][CH2:26][CH3:27])=[CH:23][CH:24]=1)[C:6]1[N:5]2[N:28]=[CH:29][CH:30]=[C:4]2[N:3]=[C:2]([Cl:1])[C:7]=1[CH2:8][C:9]([OH:32])=[O:10])=[O:18])([CH3:16])([CH3:15])[CH3:17] |f:1.2,4.5|. Procedure details: To a mixed solution of water (0.5 mL) and tert-butanol (5 mL) containing tert-butyl [5-chloro-6-(2-oxoethyl)pyrazolo[1,5-a]pyrimidin-7-yl](4-ethoxyphenyl)carbamate (431 mg, 1.0 mmol), sodium dihydrogen phosphate (1.56 g, 10 mmol), 2-methyl-2-butene (1.1 mL, 10 mmol) and sodium chlorite (181 mg, 2.0 mmol) were added, and this mixture was stirred at room temperature for 4 hr. After the reaction, water was added to the reaction solution, and the mixture was extracted with ethyl acetate. The organic... The reactants are solution, Cl (hydrogen chloride), C(C)(C)(C)OC(NCCC[C@H]1C(N[C@@H](CC2=C(C=CC(C=3C=CC(=C(C[C@@H](C(N1)=O)NC(=O)OC(C)(C)C)C3)O)=C2)O)C(NCCC[C@@H](CC(NC[C@H](CCCNC(OC(C)(C)C)=O)NC(=O)OC(C)(C)C)=O)NC(=O)OC(C)(C)C)=O)=O)=O (tert-Butyl{3-[(8S,11S,14S)-8-{(6S,11S)-6,11-bis[(tert-butoxycarbonyl)amino]-18,18-dimethyl-8,16-dioxo-17-oxa-2,9,15-triazanonadecan-1-oyl}-14-[(tert-butoxycarbonyl)amino]-5,17-dihydroxy-10,13-dioxo-9,12-diazatricyclo[14.3.1.12,6]henicosa-1(20),2(21),3,5,16,18-hexaen-11-yl]propyl}carbamate). Conditions: time 2 hour. Reported procedure: 0.32 ml of a 4N solution of hydrogen chloride in dioxane are added to a solution of 25 mg (0.021 mmol) of the compound from Example 262A in 1 ml of dioxane at 0° C. After 2 h at RT, the reaction solution is concentrated in vacuo and coevaporated with dichloromethane several times. The remaining solid is dried to constant weight under high vacuum. Reaction SMILES: [ClH:1].C(OC(=O)[NH:8][CH2:9][CH2:10][CH2:11][C@@H:12]1[NH:30][C:29](=[O:31])[C@@H:28]([NH:32]C(OC(C)(C)C)=O)[CH2:27][C:26]2[CH:40]=[C:22]([CH:23]=[CH:24][C:25]=2[OH:41])[C:21]2=[CH:42][C:17](=[C:18]([OH:43])[CH:19]=[CH:20]2)[CH2:16][C@@H:15]([C:44](=[O:83])[NH:45][CH2:46][CH2:47][CH2:48][C@H:49]([NH:75]C(OC(C)(C)C)=O)[CH2:50][C:51](=[O:74])[NH:52][CH2:53][C@@H:54]([NH:66]C(OC(C)(C)C)=O)[CH2:55][CH2:56][CH2:57][NH:58]C(=O)OC(C)(C)C)[NH:14][C:13]1=[O:84])(C)(C)C>O1CCOCC1>[ClH:1].[ClH:1].[ClH:1].[ClH:1].[ClH:1].[NH2:32][C@H:28]1[CH2:27][C:26]2[CH:40]=[C:22]([CH:23]=[CH:24][C:25]=2[OH:41])[C:21]2=[CH:42][C:17](=[C:18]([OH:43])[CH:19]=[CH:20]2)[CH2:16][C@@H:15]([C:44]([NH:45][CH2:46][CH2:47][CH2:48][C@H:49]([NH2:75])[CH2:50][C:51]([NH:52][CH2:53][C@@H:54]([NH2:66])[CH2:55][CH2:56][CH2:57][NH2:58])=[O:74])=[O:83])[NH:14][C:13](=[O:84])[C@H:12]([CH2:11][CH2:10][CH2:9][NH2:8])[NH:30][C:29]1=[O:31] |f:3.4.5.6.7.8|. Yields the product Cl.Cl.Cl.Cl.Cl.N[C@@H]1C(N[C@H](C(N[C@@H](CC2=C(C=CC(C=3C=CC(=C(C1)C3)O)=C2)O)C(=O)NCCC[C@@H](CC(=O)NC[C@H](CCCN)N)N)=O)CCCN)=O ((8S,11S,14S)-14-Amino-N-((4S)-4-amino-6-{[(2S)-2,5-diaminopentyl]amino}-6-oxohexyl)-11-(3-aminopropyl)-5,17-dihydroxy-10,13-dioxo-9,12-diazatricyclo[14.3.1.12,6]henicosa-1(20),2(21),3,5,16,18-hexaene-8-carboxamide pentahydrochloride). Solvent: O1CCOCC1 (dioxane), O1CCOCC1 (dioxane). The reactants are CCCC[N+](CCCC)(CCCC)CCCC, CCOC(C)=O, [Cl-], [F-], F, O=N[O-], Nc1ccc(O)c(OC(F)(F)F)c1, [Na+], O, O, O, O, O, O, c1ccncc1. Yields the product Oc1ccc(F)cc1OC(F)(F)F. RXN SMILES: [CH2:32]([N+:33]([CH2:34][CH2:35][CH2:36][CH3:37])([CH2:38][CH2:39][CH2:40][CH3:41])[CH2:42][CH2:43][CH2:44][CH3:45])[CH2:46][CH2:47][CH3:48].[CH3:49][CH2:50][O:51][C:52](=[O:53])[CH3:54].[Cl-:27].[F-:31].[FH:24].[N:1]([O-:2])=[O:3].[NH2:5][c:6]1[cH:7][c:8]([O:13][C:14]([F:15])([F:16])[F:17])[c:9]([OH:12])[cH:10][cH:11]1.[Na+:4].[OH2:25].[OH2:26].[OH2:28].[OH2:29].[OH2:30].[OH2:55].[n:18]1[cH:19][cH:20][cH:21][cH:22][cH:23]1>>[c:6]1([F:24])[cH:7][c:8]([O:13][C:14]([F:15])([F:16])[F:17])[c:9]([OH:12])[cH:10][cH:11]1. The reactants are Cl (HCl), C(#N)C1=CC(=C(C=C1)NCCN(S(=O)(=O)C1=NC=CC=C1)CC1CCCCC1)F (N-(2-(4-cyano-2-fluorophenylamino)ethyl)-N-(cyclohexylmethyl)pyridine-2-sulfonamide), Cl (HCl), ClCC1=CN=CN1C (5-chloromethyl-1-methyl-1H-imidazole), C(#N)C1=CC(=C(C=C1)NCCN(S(=O)(=O)C1=NC=CC=C1)CC1CCCCC1)F (N-(2-(4-Cyano-2-fluorophenylamino)ethyl)-N-(cyclohexylmethyl)pyridine-2-sulfonamide), ClCC1=CN=CN1 (5-chloromethyl-1H-imidazole), [H-].[Na+] (NaH). Solvent: CN(C)C=O (DMF), O (water). Reaction conditions: temperature 0 celsius, time 15 minute. Yields the product C(#N)C1=CC(=C(C=C1)N(CCN(S(=O)(=O)C1=NC=CC=C1)CC1CCCCC1)CC1=CN=CN1C)F (N-(2-((4-cyano-2-fluorophenyl)((1-methyl-1H-imidazol-5-yl)methyl)amino)ethyl)-N-(cyclohexylmethyl)pyridine-2-sulfonamide), foam. Yield: 81.0%. As a reaction SMILES: [C:1]([C:3]1[CH:8]=[CH:7][C:6]([NH:9][CH2:10][CH2:11][N:12]([CH2:22][CH:23]2[CH2:28][CH2:27][CH2:26][CH2:25][CH2:24]2)[S:13]([C:16]2[CH:21]=[CH:20][CH:19]=[CH:18][N:17]=2)(=[O:15])=[O:14])=[C:5]([F:29])[CH:4]=1)#[N:2].ClCC1NC=NC=1.Cl.[H-].[Na+].Cl[CH2:41][C:42]1[N:46]([CH3:47])[CH:45]=[N:44][CH:43]=1>CN(C=O)C.O>[C:1]([C:3]1[CH:8]=[CH:7][C:6]([N:9]([CH2:41][C:42]2[N:46]([CH3:47])[CH:45]=[N:44][CH:43]=2)[CH2:10][CH2:11][N:12]([CH2:22][CH:23]2[CH2:24][CH2:25][CH2:26][CH2:27][CH2:28]2)[S:13]([C:16]2[CH:21]=[CH:20][CH:19]=[CH:18][N:17]=2)(=[O:15])=[O:14])=[C:5]([F:29])[CH:4]=1)#[N:2] |f:3.4|. Reported procedure: The primary amine of N-(2-aminoethyl)-N-(cyclohexylmethyl)pyridine-2-sulfonamide (19) was arylated with 3,4-difluorobenzonitrile on a 0.337 mmol scale. To a stirring solution of the primary amine (1 equiv) in DMSO (0.2 M) were added the aryl fluoride (1.2 equiv) and DIPEA (3 equiv). The reaction mixture was heated to 120° C. for 48 h. After allowing the reaction to cool, H2O was added, and the crude product was extracted with EtOAc (×3). The EtOAc extractions were combined, washed with water (×3... Reactants: CN(C)C=O, Fc1ccc(Oc2nn3ccnc3s2)cc1, O=C1CCC(=O)N1I. Yields the product Fc1ccc(Oc2nn3c(I)cnc3s2)cc1. Reaction SMILES: [CH3:25][N:26]([CH3:27])[CH:28]=[O:29].[F:1][c:2]1[cH:3][cH:4][c:5]([O:6][c:7]2[n:8][n:9]3[c:10]([s:11]2)[n:12][cH:13][cH:14]3)[cH:15][cH:16]1.[I:17][N:18]1[C:19](=[O:20])[CH2:21][CH2:22][C:23]1=[O:24]>>[F:1][c:2]1[cH:3][cH:4][c:5]([O:6][c:7]2[n:8][n:9]3[c:10]([s:11]2)[n:12][cH:13][c:14]3[I:17])[cH:15][cH:16]1.